This data is from the Open Reaction Database (ORD), a public repository of structured organic reaction records. The task is: describe an organic reaction: reactants, conditions, products, and yield The reactants are CCOC(=O)C(Cc1ccc(O)cc1)OCC, OCCc1ccc(OCc2ccccc2)cc1, ClCCl, O=C(N=NC(=O)N1CCCCC1)N1CCCCC1, c1ccc(P(c2ccccc2)c2ccccc2)cc1. Product: CCOC(=O)C(Cc1ccc(OCCc2ccc(OCc3ccccc3)cc2)cc1)OCC. Reaction SMILES: [CH2:19]([CH3:20])[O:21][C:22]([CH:23]([CH2:24][c:25]1[cH:26][cH:27][c:28]([OH:31])[cH:29][cH:30]1)[O:32][CH2:33][CH3:34])=[O:35].[CH2:36]([c:37]1[cH:38][cH:39][cH:40][cH:41][cH:42]1)[O:43][c:44]1[cH:45][cH:46][c:47]([CH2:50][CH2:51][OH:52])[cH:48][cH:49]1.[Cl:72][CH2:73][Cl:74].[N:1]([C:2]([N:3]1[CH2:4][CH2:5][CH2:6][CH2:7][CH2:8]1)=[O:9])=[N:10][C:11]([N:12]1[CH2:13][CH2:14][CH2:15][CH2:16][CH2:17]1)=[O:18].[c:53]1([P:54]([c:55]2[cH:56][cH:57][cH:58][cH:59][cH:60]2)[c:61]2[cH:62][cH:63][cH:64][cH:65][cH:66]2)[cH:67][cH:68][cH:69][cH:70][cH:71]1>>[CH2:19]([CH3:20])[O:21][C:22]([CH:23]([CH2:24][c:25]1[cH:26][cH:27][c:28]([O:31][CH2:51][CH2:50][c:47]2[cH:46][cH:45][c:44]([O:43][CH2:36][c:37]3[cH:38][cH:39][cH:40][cH:41][cH:42]3)[cH:49][cH:48]2)[cH:29][cH:30]1)[O:32][CH2:33][CH3:34])=[O:35].